Dataset: the Open Reaction Database (ORD), a public repository of structured organic reaction records. Task: describe an organic reaction: reactants, conditions, products, and yield The reactants are solution, CC1NOC(C(=C1)C)C1=CC=C(C=C1)OC (3,5-dimethyl-6-(4-methoxyphenyl)-3,6-dihydro-2H-1,2-oxazine), solution, COC1=CC=C(C(=O)O)C=C1 (4-methoxybenzoic acid), solution, C(C)N=C=NCCCN(C)C (N-ethyl-N′-dimethylaminopropyl-carbodiimide), CO (methanol), CO (Methanol). The solvent is ClCCl (dichloromethane), CN(C=O)C (dimethylformamide), C(C)#N (acetonitrile). Conditions: time 18 hour. The product is CC1N(OC(C(=C1)C)C1=CC=C(C=C1)OC)C(C1=CC=C(C=C1)OC)=O (3,5-dimethyl-2-(4-methoxybenzoyl)-6-(4-methoxyphenyl)-3,6-dihydro-2H-1,2-oxazine). RXN SMILES: [CH3:1][CH:2]1[CH:7]=[C:6]([CH3:8])[CH:5]([C:9]2[CH:14]=[CH:13][C:12]([O:15][CH3:16])=[CH:11][CH:10]=2)[O:4][NH:3]1.[CH3:17][O:18][C:19]1[CH:27]=[CH:26][C:22]([C:23](O)=[O:24])=[CH:21][CH:20]=1.C(N=C=NCCCN(C)C)C.CO>ClCCl.CN(C)C=O.C(#N)C>[CH3:1][CH:2]1[CH:7]=[C:6]([CH3:8])[CH:5]([C:9]2[CH:10]=[CH:11][C:12]([O:15][CH3:16])=[CH:13][CH:14]=2)[O:4][N:3]1[C:23](=[O:24])[C:22]1[CH:26]=[CH:27][C:19]([O:18][CH3:17])=[CH:20][CH:21]=1. Procedure details: A mixture of 0.75 ml of a 0.05M solution of 3,5-dimethyl-6-(4-methoxyphenyl)-3,6-dihydro-2H-1,2-oxazine in dichloromethane, 0.5 ml of a 0.05M solution of 4-methoxybenzoic acid in dimethylformamide, and 0.5 ml of a 0.075M solution of N-ethyl-N′-dimethylaminopropyl-carbodiimide hydrochloroide in acetonitrile was stirred at ambient temperature for 18 h. Methanol (1 ml) was added with stirring and the mixture applied to a methanol washed 500 mg Isolute SCX cartridge (Jones Chromatography). The absor... The reactants are COC(C(CSCCCCCCCCCCCCCCCC)C)=O (racemic α-methyl-β-hexadecylmercapto-propionic acid methyl ester), [OH-].[Na+] (sodium hydroxide). Product: CC(C(=O)O)CSCCCCCCCCCCCCCCCC (racemic α-methyl-β-hexadecylmercaptopropionic acid). Yield: 91.0%. Reaction SMILES: C[O:2][C:3](=[O:24])[CH:4]([CH3:23])[CH2:5][S:6][CH2:7][CH2:8][CH2:9][CH2:10][CH2:11][CH2:12][CH2:13][CH2:14][CH2:15][CH2:16][CH2:17][CH2:18][CH2:19][CH2:20][CH2:21][CH3:22].[OH-].[Na+]>>[CH3:23][CH:4]([CH2:5][S:6][CH2:7][CH2:8][CH2:9][CH2:10][CH2:11][CH2:12][CH2:13][CH2:14][CH2:15][CH2:16][CH2:17][CH2:18][CH2:19][CH2:20][CH2:21][CH3:22])[C:3]([OH:24])=[O:2] |f:1.2|. Procedure details: The racemic α-methyl-β-hexadecylmercapto-propionic acid methyl ester described in Example 33 was saponified with 2 N sodium hydroxide under reflux. There was obtained racemic α-methyl-β-hexadecylmercaptopropionic acid, in 91% yield, melting point 53°-56° C.